From a dataset of the Open Reaction Database (ORD), a public repository of structured organic reaction records. describe an organic reaction: reactants, conditions, products, and yield Starting materials: [F-].C(CCC)[N+](CCCC)(CCCC)CCCC (tetrabutylammonium fluoride), [Si](C1=CC=CC=C1)(C1=CC=CC=C1)(C(C)(C)C)OC[C@@H]1N(C(OC1)=O)C1=NC(=NC=C1)F ((R)-4-(((tert-butyldiphenylsilyl)oxy)methyl)-3-(2-fluoropyrimidin-4-yl)oxazolidin-2-one). The solvent is C1CCOC1 (THF), [Cl-].[Na+] (sodium chloride). Reaction conditions: time 1 hour. The product is FC1=NC=CC(=N1)N1C(OC[C@@H]1CO)=O ((S)-3-(2-fluoropyrimidin-4-yl)-4-(hydroxymethyl)oxazolidin-2-one). Yield: 59.8%. Reaction SMILES: [F-].C([N+](CCCC)(CCCC)CCCC)CCC.[Si]([O:36][CH2:37][C@H:38]1[CH2:42][O:41][C:40](=[O:43])[N:39]1[C:44]1[CH:49]=[CH:48][N:47]=[C:46]([F:50])[N:45]=1)(C(C)(C)C)(C1C=CC=CC=1)C1C=CC=CC=1>C1COCC1.[Cl-].[Na+]>[F:50][C:46]1[N:45]=[C:44]([N:39]2[C@@H:38]([CH2:37][OH:36])[CH2:42][O:41][C:40]2=[O:43])[CH:49]=[CH:48][N:47]=1 |f:0.1,4.5|. Reported procedure: A solution of tetrabutylammonium fluoride (1.0 M in THF, 0.44 mL, 0.44 mmol, 1.1 equiv) was added to a solution of (R)-4-(((tert-butyldiphenylsilyl)oxy)methyl)-3-(2-fluoropyrimidin-4-yl)oxazolidin-2-one (180 mg, 0.40 mmol) in THF (4 mL) at room temperature. The solution was stirred for 1 hour and then diluted with saturated aqueous sodium chloride (30 mL). The mixture was extracted with ethyl acetate (2×30 mL) and the combined extracts were dried over Na2SO4, filtered and concentrated. Silica ge...